This data is from the Open Reaction Database (ORD), a public repository of structured organic reaction records. The task is: describe an organic reaction: reactants, conditions, products, and yield The reactants are O (water), C1CC(=O)N(C1=O)Br (NBS), N1(CCOCC1)C(=O)C1=NC2=C(C=CC=C2C=C1)C(C)=O (1-(2-(morpholine-4-carbonyl)quinolin-8-yl)ethanone), TEA, [Si](C)(C)(C(C)(C)C)OS(=O)(=O)C(F)(F)F (TBSOTf). Run in C1CCOC1 (THF), C(Cl)Cl (DCM). Reaction conditions: temperature 0 celsius, time 50 minute. Yields the product BrCC(=O)C=1C=CC=C2C=CC(=NC12)C(=O)N1CCOCC1 (2-bromo-1-(2-(morpholine-4-carbonyl)quinolin-8-yl)ethanone). RXN SMILES: [N:1]1([C:7]([C:9]2[CH:18]=[CH:17][C:16]3[C:11](=[C:12]([C:19](=[O:21])[CH3:20])[CH:13]=[CH:14][CH:15]=3)[N:10]=2)=[O:8])[CH2:6][CH2:5][O:4][CH2:3][CH2:2]1.[Si](OS(C(F)(F)F)(=O)=O)(C(C)(C)C)(C)C.O.C1C(=O)N([Br:45])C(=O)C1>C(Cl)Cl.C1COCC1>[Br:45][CH2:20][C:19]([C:12]1[CH:13]=[CH:14][CH:15]=[C:16]2[C:11]=1[N:10]=[C:9]([C:7]([N:1]1[CH2:6][CH2:5][O:4][CH2:3][CH2:2]1)=[O:8])[CH:18]=[CH:17]2)=[O:21]. Reported procedure: To a solution of 1-(2-(morpholine-4-carbonyl)quinolin-8-yl)ethanone (0.438 g, 1.54 mmol) in DCM (5 mL) at 0° C. was added TEA (0.28 ml, 2.00 mmol) followed by TBSOTf (0.39 mL, 1.70 mmol). The resulting mixture was stirred at 0° C. for 50 min. The mixture was then partitioned between saturated NaHCO3 and DCM. The organic layer was separated, and the aq. layer was extracted with DCM (3×). The combined organic layers were then dried over anhydrous MgSO4, filtered, and concentrated in vacuo to give ...